From a dataset of the Open Reaction Database (ORD), a public repository of structured organic reaction records. describe an organic reaction: reactants, conditions, products, and yield Starting materials: CCOC(=O)C=CC(NC(=O)OCc1ccccc1)C1CC1, CN(C)C(=N)N(C)C, C[N+](=O)[O-]. The product is CCOC(=O)CC(C[N+](=O)[O-])C(NC(=O)OCc1ccccc1)C1CC1. Reaction SMILES: [CH2:1]([c:2]1[cH:3][cH:4][cH:5][cH:6][cH:7]1)[O:8][C:9](=[O:10])[NH:11][CH:12]([CH:13]=[CH:14][C:15](=[O:16])[O:17][CH2:18][CH3:19])[CH:20]1[CH2:21][CH2:22]1.[CH3:23][N:24]([CH3:25])[C:26]([N:27]([CH3:28])[CH3:29])=[NH:30].[N+:31](=[O:32])([O-:33])[CH3:34]>>[CH2:1]([c:2]1[cH:3][cH:4][cH:5][cH:6][cH:7]1)[O:8][C:9](=[O:10])[NH:11][CH:12]([CH:13]([CH2:14][C:15](=[O:16])[O:17][CH2:18][CH3:19])[CH2:34][N+:31](=[O:32])[O-:33])[CH:20]1[CH2:21][CH2:22]1. Solvent: COCCOC (DME). Procedure: 2-chloro4-methyl-6-phenyl-nicotinonitrile (455 mg, 1.99 mmol) was dissolved in 20 mL of DME, added with 95% sodium methoxide (1.13 g, 19.90 mmol) and then stirred at room temperature for about 1 hour. The mixture was added to cool water and was adjusted to have a pH of about 6 to 7 with 10% HCl and then extracted with ethyl acetate. A silica gel column chromatography (10% EtOAc/Hexane) was performed on the resulting residue and 370 mg (83%) of 2-methoxy-4-methyl-6-phenyl-nicotinonitrile was obta... Starting materials: Cl (HCl), ClC1=C(C#N)C(=CC(=N1)C1=CC=CC=C1)C (2-chloro4-methyl-6-phenyl-nicotinonitrile), O (water), C[O-].[Na+] (sodium methoxide). Yield: 82.9%. Yields the product COC1=C(C#N)C(=CC(=N1)C1=CC=CC=C1)C (2-methoxy-4-methyl-6-phenyl-nicotinonitrile). Reaction conditions: time 1 hour. As a reaction SMILES: Cl[C:2]1[N:9]=[C:8]([C:10]2[CH:15]=[CH:14][CH:13]=[CH:12][CH:11]=2)[CH:7]=[C:6]([CH3:16])[C:3]=1[C:4]#[N:5].[CH3:17][O-:18].[Na+].O.Cl>COCCOC>[CH3:17][O:18][C:2]1[N:9]=[C:8]([C:10]2[CH:15]=[CH:14][CH:13]=[CH:12][CH:11]=2)[CH:7]=[C:6]([CH3:16])[C:3]=1[C:4]#[N:5] |f:1.2|. Starting materials: ClC1=CC=C(C=C1)CCC(=O)C1=CC(=CC=C1)F (3-(4-chlorophenyl)-1-(3-fluorophenyl)propan-1-one), ClC1=CC=C(C=C1)CC/C(=C/C(=O)OCC)/C1=CC(=CC=C1)F ((Z)-ethyl 5-(4-chlorophenyl)-3-(3-fluorophenyl)pent-2-enoate). The product is ClC1=CC=C(C=C1)CC\C(=C/C(=O)OCC)\C1=CC(=CC=C1)F ((E)-ethyl 5-(4-chlorophenyl)-3-(3-fluorophenyl)pent-2-enoate). RXN SMILES: ClC1C=CC(CCC(C2C=CC=C(F)C=2)=O)=CC=1.[Cl:19][C:20]1[CH:25]=[CH:24][C:23]([CH2:26][CH2:27]/[C:28](/[C:35]2[CH:40]=[CH:39][CH:38]=[C:37]([F:41])[CH:36]=2)=[CH:29]/[C:30]([O:32][CH2:33][CH3:34])=[O:31])=[CH:22][CH:21]=1>>[Cl:19][C:20]1[CH:21]=[CH:22][C:23]([CH2:26][CH2:27]/[C:28](/[C:35]2[CH:40]=[CH:39][CH:38]=[C:37]([F:41])[CH:36]=2)=[CH:29]\[C:30]([O:32][CH2:33][CH3:34])=[O:31])=[CH:24][CH:25]=1. Procedure: By a procedure similar to that of example 1.85.3, starting from 3-(4-chlorophenyl)-1-(3-fluorophenyl)propan-1-one, (Z)-ethyl 5-(4-chlorophenyl)-3-(3-fluorophenyl)pent-2-enoate and (E)-ethyl 5-(4-chlorophenyl)-3-(3-fluorophenyl)pent-2-enoate were obtained as colourless oils. Starting materials: Br.NCC1=CC=CC(N1)=O (6-aminomethyl-2(1H)-pyridone hydrobromide), C([O-])([O-])=O.[Na+].[Na+] (sodium carbonate), C(C1=CC=CC=C1)OC=1C=CC(=C(C(=O)Cl)C1)OCC(F)(F)F (5-benzyloxy-2-(2,2,2-trifluoroethoxy)benzoyl chloride). The solvent is CC(=O)C (acetone), CC(=O)C (acetone), CC(=O)C (acetone). Run at temperature 20 celsius, time 16 hour. Product: C(C1=CC=CC=C1)OC=1C=CC(=C(C(=O)NCC2=CC=CC(N2)=O)C1)OCC(F)(F)F (6-[5-benzyloxy-2-(2,2,2-trifluoroethoxy)benzamidomethyl]-2(1H)-pyridone). As a reaction SMILES: Br.[NH2:2][CH2:3][C:4]1[NH:9][C:8](=[O:10])[CH:7]=[CH:6][CH:5]=1.C(=O)([O-])[O-].[Na+].[Na+].[CH2:17]([O:24][C:25]1[CH:26]=[CH:27][C:28]([O:34][CH2:35][C:36]([F:39])([F:38])[F:37])=[C:29]([CH:33]=1)[C:30](Cl)=[O:31])[C:18]1[CH:23]=[CH:22][CH:21]=[CH:20][CH:19]=1>CC(C)=O>[CH2:17]([O:24][C:25]1[CH:26]=[CH:27][C:28]([O:34][CH2:35][C:36]([F:37])([F:39])[F:38])=[C:29]([CH:33]=1)[C:30]([NH:2][CH2:3][C:4]1[NH:9][C:8](=[O:10])[CH:7]=[CH:6][CH:5]=1)=[O:31])[C:18]1[CH:19]=[CH:20][CH:21]=[CH:22][CH:23]=1 |f:0.1,2.3.4|. Procedure details: To a stirred mixture of the crude product from Example 3, 20 ml of acetone and 4.7 g of sodium carbonate was added dropwise 2.8 g (8.21 mmole) of 5-benzyloxy-2-(2,2,2-trifluoroethoxy)benzoyl chloride in 10 ml of acetone. The mixture was stirred at about 20° C. for about 16 hours. To the mixture was added 50 ml of acetone, and the resulting inorganic residue was separated by filtration and washed with acetone. The filtrate and washings were combined and evaporated. This residue was dissolved in b... Reactants: CCOC(=O)COc1cc(F)ccc1C(=O)NCc1nc2c(F)c(F)cc(F)c2s1, CCO, [Na+], [OH-]. Product: O=C(O)COc1cc(F)ccc1C(=O)NCc1nc2c(F)c(F)cc(F)c2s1. Reaction SMILES: [CH2:1]([CH3:2])[O:3][C:4]([CH2:5][O:6][c:7]1[c:8]([C:14]([NH:15][CH2:16][c:17]2[s:18][c:19]3[c:20]([n:21]2)[c:22]([F:28])[c:23]([F:27])[cH:24][c:25]3[F:26])=[O:29])[cH:9][cH:10][c:11]([F:13])[cH:12]1)=[O:30].[CH3:33][CH2:34][OH:35].[Na+:32].[OH-:31]>>[O:3]=[C:4]([CH2:5][O:6][c:7]1[c:8]([C:14]([NH:15][CH2:16][c:17]2[s:18][c:19]3[c:20]([n:21]2)[c:22]([F:28])[c:23]([F:27])[cH:24][c:25]3[F:26])=[O:29])[cH:9][cH:10][c:11]([F:13])[cH:12]1)[OH:30]. The reactants are [Li]CCCC, COc1cc(C=O)cc([N+](=O)[O-])c1OC, C1CCOC1, O=S(=O)(O)O, c1ccsc1. Yields the product COc1cc(C(O)c2cccs2)cc([N+](=O)[O-])c1OC. As a reaction SMILES: [CH2:1]([Li:2])[CH2:3][CH2:4][CH3:5].[CH3:11][O:12][c:13]1[cH:14][c:15]([CH:16]=[O:17])[cH:18][c:19]([N+:23](=[O:24])[O-:25])[c:20]1[O:21][CH3:22].[O:31]1[CH2:32][CH2:33][CH2:34][CH2:35]1.[S:26](=[O:27])(=[O:28])([OH:29])[OH:30].[cH:6]1[cH:7][cH:8][s:9][cH:10]1>>[cH:6]1[cH:7][c:8]([CH:16]([c:15]2[cH:14][c:13]([O:12][CH3:11])[c:20]([O:21][CH3:22])[c:19]([N+:23](=[O:24])[O-:25])[cH:18]2)[OH:17])[s:9][cH:10]1. The reactants are BrC=1N=C(C(=NC1)N(S(=O)(=O)C1=C(C(=CC=C1)Cl)Cl)COCC[Si](C)(C)C)OC (N-(5-bromo-3-methoxy-2-pyrazinyl)-2,3-dichloro-N-[{2-(trimethylsilanyl)ethoxy}methyl]benzenesulphonamide), C(C)N(C(CO)=O)CC (N,N-diethyl-2-hydroxyacetamide). The product is ClC1=C(C=CC=C1Cl)S(=O)(=O)NC=1N=CC(=NC1OC)OCC(=O)N(CC)CC (2-[5-(2,3-Dichlorobenzenesulphonylamino)-6-methoxy-2-pyrazinyloxy]-N,N-diethyl-acetamide). RXN SMILES: Br[C:2]1[N:3]=[C:4]([O:28][CH3:29])[C:5]([N:8](COCC[Si](C)(C)C)[S:9]([C:12]2[CH:17]=[CH:16][CH:15]=[C:14]([Cl:18])[C:13]=2[Cl:19])(=[O:11])=[O:10])=[N:6][CH:7]=1.[CH2:30]([N:32]([CH2:37][CH3:38])[C:33](=[O:36])[CH2:34][OH:35])[CH3:31]>>[Cl:19][C:13]1[C:14]([Cl:18])=[CH:15][CH:16]=[CH:17][C:12]=1[S:9]([NH:8][C:5]1[N:6]=[CH:7][C:2]([O:35][CH2:34][C:33]([N:32]([CH2:37][CH3:38])[CH2:30][CH3:31])=[O:36])=[N:3][C:4]=1[O:28][CH3:29])(=[O:10])=[O:11]. Reported procedure: Prepared as for Example 115b using N-(5-bromo-3-methoxy-2-pyrazinyl)-2,3-dichloro-N-[{2-(trimethylsilanyl)ethoxy}methyl]benzenesulphonamide (Example 55a) (0.35 g) and N,N-diethyl-2-hydroxyacetamide (0.13 g). Yield 0.2 g The reactants are ClC=1C=C(C(=O)OO)C=CC1 (3-chloroperoxybenzoic acid), FC1=CC(=C(C=C1)C(CS(=O)C)=O)NC (1-(4-fluoro-2-methylaminophenyl)-2-methylsulphinylethanone), C(O)([O-])=O.[Na+] (sodium hydrogen carbonate). Run in ClCCl (dichloromethane), ClCCl (dichloromethane), ClCCl (dichloromethane). Conditions: time 2 hour. Yields the product FC1=CC(=C(C=C1)C(CS(=O)(=O)C)=O)NC (1-(4-fluoro-2-methylaminophenyl)-2-methylsulphonylethanone). As a reaction SMILES: ClC1C=C(C=CC=1)C(OO)=[O:6].[F:12][C:13]1[CH:18]=[CH:17][C:16]([C:19](=[O:24])[CH2:20][S:21]([CH3:23])=[O:22])=[C:15]([NH:25][CH3:26])[CH:14]=1.C(=O)([O-])O.[Na+]>ClCCl>[F:12][C:13]1[CH:18]=[CH:17][C:16]([C:19](=[O:24])[CH2:20][S:21]([CH3:23])(=[O:6])=[O:22])=[C:15]([NH:25][CH3:26])[CH:14]=1 |f:2.3|. Procedure details: A solution of 3-chloroperoxybenzoic acid (8.29 g) in dichloromethane (200 ml) was added to a solution of 1-(4-fluoro-2-methylaminophenyl)-2-methylsulphinylethanone (10.0 g), prepared in a similar manner to that described in Example 1, in dichloromethane (175 ml) over a period of 7 minutes whilst maintaining the temperature below 30°. The mixture was stirred at ambient temperature for 2 hours, saturated aqueous sodium hydrogen carbonate solution (244 ml) was added and the mixture stirred at ambie... Starting materials: C(O)([O-])=O.[Na+] (sodium hydrogen carbonate), BrC=1C=C(C=CC1C)N(S(=O)(=O)C1=CC=CC=C1)CC(OCC)OCC (N-(3-bromo-4-methylphenyl)-N-(2,2-diethoxyethyl)benzenesulfonamide). The reagents and catalysts are [Ti](Cl)(Cl)(Cl)Cl (titanium tetrachloride). The solvent is C1(=CC=CC=C1)C (toluene), C1(=CC=CC=C1)C (toluene), C1(=CC=CC=C1)C (toluene). Yields the product C1(=CC=CC=C1)S(=O)(=O)N1C=CC2=CC(=C(C=C12)Br)C (1-benzenesulfonyl-6-bromo-5-methyl-1H-indole). Yield: 50.0%. As a reaction SMILES: [Br:1][C:2]1[CH:3]=[C:4]([N:9]([CH2:19][CH:20](OCC)OCC)[S:10]([C:13]2[CH:18]=[CH:17][CH:16]=[CH:15][CH:14]=2)(=[O:12])=[O:11])[CH:5]=[CH:6][C:7]=1[CH3:8].C(=O)([O-])O.[Na+]>C1(C)C=CC=CC=1.[Ti](Cl)(Cl)(Cl)Cl>[C:13]1([S:10]([N:9]2[C:4]3[C:5](=[CH:6][C:7]([CH3:8])=[C:2]([Br:1])[CH:3]=3)[CH:20]=[CH:19]2)(=[O:11])=[O:12])[CH:18]=[CH:17][CH:16]=[CH:15][CH:14]=1 |f:1.2|. Procedure details: Under a nitrogen stream, a solution of N-(3-bromo-4-methylphenyl)-N-(2,2-diethoxyethyl)benzenesulfonamide (5.16 g, 11.66 mmol) in toluene (118 mL) and a solution of titanium tetrachloride (1.92 mL, 17.51 mmol) in toluene (118 mL) were simultaneously added dropwise over 25 minutes to toluene (315 mL) which was heated to reflux. After heating to reflux for 1 hour, the reaction mixture was cooled to room temperature and then saturated aqueous sodium hydrogen carbonate was added thereto. The resulta...